Task: describe an organic reaction: reactants, conditions, products, and yield. Dataset: the Open Reaction Database (ORD), a public repository of structured organic reaction records The reactants are C1(CC=2C(C(=O)O1)=CC=CC2)=O (Homophthalic anhydride), NOC1=CCCCCC1 (1-aza-2-methoxycycloheptene), C1(=CC=CC=C1)C (toluene). Run in C(Cl)(Cl)Cl (chloroform). Product: C1=C2C=C3N(C(C2=CC=C1)=O)CCCCC3 (8,9,10,11-Tetrahydro-7H-azepino[1,2-b]isoquinolin-5-one). RXN SMILES: [C:1]1(=O)[O:7][C:5](=O)[C:4]2=[CH:8][CH:9]=[CH:10][CH:11]=[C:3]2[CH2:2]1.[NH2:13]OC1CCCCCC=1.[C:22]1(C)C=[CH:26][CH:25]=[CH:24][CH:23]=1>C(Cl)(Cl)Cl>[CH:11]1[CH:10]=[CH:9][CH:8]=[C:4]2[C:3]=1[CH:2]=[C:1]1[CH2:22][CH2:23][CH2:24][CH2:25][CH2:26][N:13]1[C:5]2=[O:7]. Procedure details: Homophthalic anhydride (4.86 g, 30 mmol) was added portionwise over 10 minutes to a refluxing solution of 1-aza-2-methoxycycloheptene (4.20 g, 33 mmol) in toluene. After addition was complete, the reaction mixture was heated an additional 1 h before cooling to ambient temperature. The reaction mixture was diluted with chloroform, the resulting solution was washed twice with sodium hydroxide, and the dried (magnesium sulfate) organic layer was concentrated in vacuo. The residue was chromatographe... Starting materials: CCN=C=NCCCN(C)C, CCN(C(C)C)C(C)C, Clc1ccccc1NC1CCNCC1, Cl, Cl, Cl, CN(C)C=O, O, On1nnc2ccccc21, O=C(O)CC(=O)Nc1ccc(-c2ccccc2)nc1. The product is O=C(CC(=O)N1CCC(Nc2ccccc2Cl)CC1)Nc1ccc(-c2ccccc2)nc1. Reaction SMILES: [CH3:39][CH2:40][N:41]=[C:42]=[N:43][CH2:44][CH2:45][CH2:46][N:47]([CH3:48])[CH3:49].[CH:20]([N:21]([CH2:22][CH3:23])[CH:24]([CH3:25])[CH3:26])([CH3:27])[CH3:28].[Cl:53][c:54]1[c:55]([NH:60][CH:61]2[CH2:62][CH2:63][NH:64][CH2:65][CH2:66]2)[cH:56][cH:57][cH:58][cH:59]1.[ClH:50].[ClH:51].[ClH:52].[O:67]=[CH:68][N:69]([CH3:70])[CH3:71].[OH2:72].[OH:29][n:30]1[c:31]2[c:32]([cH:33][cH:34][cH:35][cH:36]2)[n:37][n:38]1.[c:1]1(-[c:7]2[cH:8][cH:9][c:10]([NH:13][C:14]([CH2:15][C:16](=[O:17])[OH:18])=[O:19])[cH:11][n:12]2)[cH:2][cH:3][cH:4][cH:5][cH:6]1>>[c:1]1(-[c:7]2[cH:8][cH:9][c:10]([NH:13][C:14]([CH2:15][C:16](=[O:18])[N:64]3[CH2:63][CH2:62][CH:61]([NH:60][c:55]4[c:54]([Cl:53])[cH:59][cH:58][cH:57][cH:56]4)[CH2:66][CH2:65]3)=[O:19])[cH:11][n:12]2)[cH:2][cH:3][cH:4][cH:5][cH:6]1. Starting materials: [Br-], ClC[Si]1(Cl)CCCC1, Fc1ccc([Mg+])cc1. Yields the product Fc1ccc([Si]2(CCl)CCCC2)cc1. As a reaction SMILES: [Br-:1].[Cl:10][Si:11]1([CH2:16][Cl:17])[CH2:12][CH2:13][CH2:14][CH2:15]1.[F:2][c:3]1[cH:4][cH:5][c:6]([Mg+:9])[cH:7][cH:8]1>>[F:2][c:3]1[cH:4][cH:5][c:6]([Si:11]2([CH2:16][Cl:17])[CH2:12][CH2:13][CH2:14][CH2:15]2)[cH:7][cH:8]1. Starting materials: ClC=1C=CC(=C(CN2C3=C(NCC2)N=CC(=C3)C=3C=C(C(=O)O)C=CC3)C1)C(F)(F)F (3-{1-[5-chloro-2-(trifluoromethyl)benzyl]-1,2,3,4-tetrahydropyrido[2,3-b]pyrazin-7-yl}benzoic acid), FC(C=1C=C(C=CC1)N1CCNCC1)(F)F (1-[3-(trifluoromethyl)phenyl]piperazine). The product is ClC=1C=CC(=C(CN2C3=C(NCC2)N=CC(=C3)C=3C=C(C=CC3)C(=O)N3CCN(CC3)C3=CC(=CC=C3)C(F)(F)F)C1)C(F)(F)F ((3-{1-[5-Chloro-2-(trifluoromethyl)benzyl]-1,2,3,4-tetrahydropyrido[2,3-b]pyrazin-7-yl}phenyl)-{4-[3-(trifluoromethyl)phenyl]piperazin-1-yl}methanone). As a reaction SMILES: [Cl:1][C:2]1[CH:3]=[CH:4][C:5]([C:28]([F:31])([F:30])[F:29])=[C:6]([CH:27]=1)[CH2:7][N:8]1[CH2:13][CH2:12][NH:11][C:10]2[N:14]=[CH:15][C:16]([C:18]3[CH:19]=[C:20]([CH:24]=[CH:25][CH:26]=3)[C:21](O)=[O:22])=[CH:17][C:9]1=2.[F:32][C:33]([F:47])([F:46])[C:34]1[CH:35]=[C:36]([N:40]2[CH2:45][CH2:44][NH:43][CH2:42][CH2:41]2)[CH:37]=[CH:38][CH:39]=1>>[Cl:1][C:2]1[CH:3]=[CH:4][C:5]([C:28]([F:29])([F:31])[F:30])=[C:6]([CH:27]=1)[CH2:7][N:8]1[CH2:13][CH2:12][NH:11][C:10]2[N:14]=[CH:15][C:16]([C:18]3[CH:19]=[C:20]([C:21]([N:43]4[CH2:44][CH2:45][N:40]([C:36]5[CH:37]=[CH:38][CH:39]=[C:34]([C:33]([F:32])([F:46])[F:47])[CH:35]=5)[CH2:41][CH2:42]4)=[O:22])[CH:24]=[CH:25][CH:26]=3)=[CH:17][C:9]1=2. Procedure: 3-{1-[5-chloro-2-(trifluoromethyl)benzyl]-1,2,3,4-tetrahydropyrido[2,3-b]pyrazin-7-yl}benzoic acid was reacted with 1-[3-(trifluoromethyl)phenyl]piperazine as in General Procedure 10 to give the title compound. LCMS: m/z=659.98 (M+H+); retention time=1.07 minutes.